Dataset: the Open Reaction Database (ORD), a public repository of structured organic reaction records. Task: describe an organic reaction: reactants, conditions, products, and yield Reactants: C(C)NCC (diethylamine), ClCC=CC1=CC=CC=C1 (chloromethylstyrene). Solvent: C1(=CC=CC=C1)C (toluene). Yields the product C(C)N(CC)CC=CC1=CC=CC=C1 (diethylaminomethylstyrene). The yield is 63.5%. As a reaction SMILES: [CH2:1]([NH:3][CH2:4][CH3:5])[CH3:2].Cl[CH2:7][CH:8]=[CH:9][C:10]1[CH:15]=[CH:14][CH:13]=[CH:12][CH:11]=1>C1(C)C=CC=CC=1>[CH2:1]([N:3]([CH2:7][CH:8]=[CH:9][C:10]1[CH:15]=[CH:14][CH:13]=[CH:12][CH:11]=1)[CH2:4][CH3:5])[CH3:2]. Procedure details: In 300 ml of toluene were dissolved 175.4 g of diethylamine and 152.5 g of chloromethylstyrene and the solution was heated to 60°-70° C. for 13 hours. As the reaction progressed, diethylamine hydrochloride precipitated. After filtering off the hydrochloride, the filtrate was washed with water, dried the layer containing toluene with sodium sulfate anhydride, concentrated, and after the addition of 1 g of di-tert-butylcatechol, the mixture was distilled under reduced pressure to provide 120.2 g o... The reactants are ClCCCCOC=1C=CC2=C(C(OC(N2)=O)(C)C)C1 (6-(4-chlorobutoxy)-4,4-dimethyl-4H-3,1-benzoxazin-2-one), SC1=NNC=N1 (3-mercapto-1,2,4-triazole). The product is N1N=C(N=C1)SCCCCOC=1C=CC2=C(C(OC(N2)=O)(C)C)C1 (6-[4-(1,2,4-Triazol-3-yl-mercapto)-butoxy]-4,4-dimethyl-4H-3,1-benzoxazin-2-one). RXN SMILES: Cl[CH2:2][CH2:3][CH2:4][CH2:5][O:6][C:7]1[CH:8]=[CH:9][C:10]2[NH:15][C:14](=[O:16])[O:13][C:12]([CH3:18])([CH3:17])[C:11]=2[CH:19]=1.[SH:20][C:21]1[N:25]=[CH:24][NH:23][N:22]=1>>[NH:23]1[CH:24]=[N:25][C:21]([S:20][CH2:2][CH2:3][CH2:4][CH2:5][O:6][C:7]2[CH:8]=[CH:9][C:10]3[NH:15][C:14](=[O:16])[O:13][C:12]([CH3:18])([CH3:17])[C:11]=3[CH:19]=2)=[N:22]1. Reported procedure: Prepared analogously to Example 1 from 6-(4-chlorobutoxy)-4,4-dimethyl-4H-3,1-benzoxazin-2-one and 3-mercapto-1,2,4-triazole. Starting materials: CNC(=O)C(NC(=O)c1nc(-c2cc(F)c(F)cc2F)n2c1CN(CC(=O)OC(C)(C)C)CC2)C(C)(C)C, CO, [K+], [OH-], O. Product: CNC(=O)C(NC(=O)c1nc(-c2cc(F)c(F)cc2F)n2c1CN(CC(=O)O)CC2)C(C)(C)C. As a reaction SMILES: [CH3:1][C:2]([CH:3]([C:4](=[O:5])[NH:6][CH3:7])[NH:8][C:9](=[O:10])[c:11]1[n:12][c:13](-[c:28]2[c:29]([F:36])[cH:30][c:31]([F:35])[c:32]([F:34])[cH:33]2)[n:14]2[c:15]1[CH2:16][N:17]([CH2:20][C:21](=[O:22])[O:23][C:24]([CH3:25])([CH3:26])[CH3:27])[CH2:18][CH2:19]2)([CH3:37])[CH3:38].[CH3:41][OH:42].[K+:40].[OH-:39].[OH2:43]>>[CH3:1][C:2]([CH:3]([C:4](=[O:5])[NH:6][CH3:7])[NH:8][C:9](=[O:10])[c:11]1[n:12][c:13](-[c:28]2[c:29]([F:36])[cH:30][c:31]([F:35])[c:32]([F:34])[cH:33]2)[n:14]2[c:15]1[CH2:16][N:17]([CH2:20][C:21](=[O:22])[OH:23])[CH2:18][CH2:19]2)([CH3:37])[CH3:38]. Reactants: NC1=NC(=CC(=N1)N1C[C@H](CC[C@H]1C)C(=O)NC1CCCC1)C1=CC(=C(C=C1)C#N)F ((3S,6R)-1-[2-amino-6-(4-cyano-3-fluorophenyl)-4-pyrimidinyl]-N-cyclopentyl-6-methyl-3-piperidinecarboxamide), CCO (EtOH), CCN(C(C)C)C(C)C (Hunig's base), NN (hydrazine). The solvent is O (Water), CO (CH3OH). Run at temperature 110 celsius. Product: NC1=NC(=CC(=N1)N1C[C@H](CC[C@H]1C)C(=O)NC1CCCC1)C1=CC=C2C(=NNC2=C1)N ((3S,6R)-1-[2-amino-6-(3-amino-1H-indazol-6-yl)-4-pyrimidinyl]-N-cyclopentyl-6-methyl-3-piperidinecarboxamide). Yield: 45.8%. RXN SMILES: [NH2:1][C:2]1[N:7]=[C:6]([N:8]2[C@H:13]([CH3:14])[CH2:12][CH2:11][C@H:10]([C:15]([NH:17][CH:18]3[CH2:22][CH2:21][CH2:20][CH2:19]3)=[O:16])[CH2:9]2)[CH:5]=[C:4]([C:23]2[CH:28]=[CH:27][C:26]([C:29]#[N:30])=[C:25](F)[CH:24]=2)[N:3]=1.CCO.CCN(C(C)C)C(C)C.[NH2:44][NH2:45]>O.CO>[NH2:1][C:2]1[N:7]=[C:6]([N:8]2[C@H:13]([CH3:14])[CH2:12][CH2:11][C@H:10]([C:15]([NH:17][CH:18]3[CH2:22][CH2:21][CH2:20][CH2:19]3)=[O:16])[CH2:9]2)[CH:5]=[C:4]([C:23]2[CH:24]=[C:25]3[C:26]([C:29]([NH2:30])=[N:44][NH:45]3)=[CH:27][CH:28]=2)[N:3]=1. Procedure details: Into a microwave tube, (3S,6R)-1-[2-amino-6-(4-cyano-3-fluorophenyl)-4-pyrimidinyl]-N-cyclopentyl-6-methyl-3-piperidinecarboxamide (174 mg, 0.412 mmol), 5 mL of EtOH, Hunig's base (0.288 mL, 1.647 mmol), and hydrazine anhydrous (0.078 mL, 2.471 mmol) were added, and the yellow suspension mixture was heated overnight at 110° C. in an oil bath. LCMS showed mainly product. CH3OH (5 mL) was added to the solution. The black solid and the yellow solution were carefully separated due to the black solid... Reaction SMILES: [OH:1][CH:2]1[CH2:7][CH2:6][N:5]([CH2:8][CH2:9][CH2:10][C:11]2[C:19]3[CH2:18][CH2:17][CH2:16][CH2:15][C:14]=3[NH:13][C:12]=2[CH:20]=O)[CH2:4][CH2:3]1.[CH3:22][NH:23][S:24]([C:27]1[CH:28]=[C:29]2[C:33](=[CH:34][CH:35]=1)[NH:32][C:31](=[O:36])[CH2:30]2)(=[O:26])=[O:25]>>[CH3:22][NH:23][S:24]([C:27]1[CH:28]=[C:29]2[C:33](=[CH:34][CH:35]=1)[NH:32][C:31](=[O:36])/[C:30]/2=[CH:20]\[C:12]1[NH:13][C:14]2[CH2:15][CH2:16][CH2:17][CH2:18][C:19]=2[C:11]=1[CH2:10][CH2:9][CH2:8][N:5]1[CH2:4][CH2:3][CH:2]([OH:1])[CH2:7][CH2:6]1)(=[O:26])=[O:25]. Product: CNS(=O)(=O)C=1C=C2/C(/C(NC2=CC1)=O)=C/C=1NC=2CCCCC2C1CCCN1CCC(CC1)O (3-[1-{3-[3-(4-hydroxy-piperidin-1-yl)-propyl]-4,5,6,7-tetrahydro-1H-indol-2-yl}-meth-(Z)-ylidene]-2-oxo-2,3-dihydro-1H-indole-5-sulfonic acid methylamide). Procedure: 3-[3-(4-Hydroxy-piperidin-1-yl)-propyl]-4,5,6,7-tetrahydro-1H-indole-2-carbaldehyde (58 mg, 0.2 mmol) was condensed with 5-methylaminosulfonyloxindole (45 mg, 0.2 mmol) following the procedure used in Example 1 to provide (66 mg, 67%yield) of the desired compound. The reactants are OC1CCN(CC1)CCCC1=C(NC=2CCCCC12)C=O (3-[3-(4-Hydroxy-piperidin-1-yl)-propyl]-4,5,6,7-tetrahydro-1H-indole-2-carbaldehyde), CNS(=O)(=O)C=1C=C2CC(NC2=CC1)=O (5-methylaminosulfonyloxindole).